describe an organic reaction: reactants, conditions, products, and yield From a dataset of the Open Reaction Database (ORD), a public repository of structured organic reaction records. The reactants are CCOCC, CO, CCOC(=O)c1cnc2ccccc2c1Cl, NNc1nccs1. Yields the product Cl, CCOC(=O)c1cnc2ccccc2c1NNc1nccs1. As a reaction SMILES: [CH3:24][CH2:25][O:26][CH2:27][CH3:28].[CH3:29][OH:30].[Cl:1][c:2]1[c:3]([C:12](=[O:13])[O:14][CH2:15][CH3:16])[cH:4][n:5][c:6]2[cH:7][cH:8][cH:9][cH:10][c:11]12.[NH:17]([NH2:18])[c:19]1[s:20][cH:21][cH:22][n:23]1>>[ClH:1].[c:2]1([NH:18][NH:17][c:19]2[s:20][cH:21][cH:22][n:23]2)[c:3]([C:12](=[O:13])[O:14][CH2:15][CH3:16])[cH:4][n:5][c:6]2[cH:7][cH:8][cH:9][cH:10][c:11]12.